From a dataset of the Open Reaction Database (ORD), a public repository of structured organic reaction records. describe an organic reaction: reactants, conditions, products, and yield The reactants are [OH-].[K+] (KOH), Cl (HCl), C(CCCCCCCCCCCCC)OC1=CC=C2C(=CC(OC2=C1)=O)C (7-tetradecyloxy-4-methyl-coumarin), [Br-] (bromide). Solvent: C(C)O (ethanol), O (water), O (water), C(Cl)Cl (methylene chloride), C(Cl)Cl (methylene chloride). Reaction conditions: time 1 hour. Product: CC1=C(OC2=C1C=CC(=C2)OCCCCCCCCCCCCCC)C(=O)O (3-methyl-6-tetradecyloxybenzofuran-2-carboxylic acid). Yield: 91.7%. As a reaction SMILES: [CH2:1]([O:15][C:16]1[CH:25]=[C:24]2[C:19]([C:20]([CH3:27])=[CH:21][C:22](=[O:26])[O:23]2)=[CH:18][CH:17]=1)[CH2:2][CH2:3][CH2:4][CH2:5][CH2:6][CH2:7][CH2:8][CH2:9][CH2:10][CH2:11][CH2:12][CH2:13][CH3:14].[Br-].[OH-:29].[K+].Cl>O.C(O)C.C(Cl)Cl>[CH3:27][C:20]1[C:19]2[CH:18]=[CH:17][C:16]([O:15][CH2:1][CH2:2][CH2:3][CH2:4][CH2:5][CH2:6][CH2:7][CH2:8][CH2:9][CH2:10][CH2:11][CH2:12][CH2:13][CH3:14])=[CH:25][C:24]=2[O:23][C:21]=1[C:22]([OH:26])=[O:29] |f:2.3|. Reported procedure: 10.9 g (0.0292 mole) of 7-tetradecyloxy-4-methyl-coumarin and 250 ml of dry methylene chloride is stirred at room temperature. 4.68 g (0.0292 mole) of bromide and 100.0 ml of dry methylene chloride are added over a period of 20 minutes. The mixture is stirred at room temperature for 1 hour and refluxed for 15 minutes. The mixture is then cooled and extracted with 10% Na2SO3. It is washed with a saline solution, dried (Na2SO4) and evaporated to dryness. The product obtained is stirred into a cold... The reactants are [AlH4-], [Li+], Nc1ncncc1NC(=O)c1ccc(F)cc1, C1CCOC1, O. Yields the product Nc1ncncc1NCc1ccc(F)cc1. RXN SMILES: [AlH4-:24].[Li+:23].[NH2:1][c:2]1[n:3][cH:4][n:5][cH:6][c:7]1[NH:8][C:9]([c:10]1[cH:11][cH:12][c:13]([F:16])[cH:14][cH:15]1)=[O:17].[O:18]1[CH2:19][CH2:20][CH2:21][CH2:22]1.[OH2:25]>>[NH2:1][c:2]1[n:3][cH:4][n:5][cH:6][c:7]1[NH:8][CH2:9][c:10]1[cH:11][cH:12][c:13]([F:16])[cH:14][cH:15]1. Reactants: NC1=CC=C(C=C1)C(C)=O (p-aminoacetophenone), N1=CC=CC=C1 (pyridine), [Cl-].[Cl-].IC1=CC=CC=C1 (iodobenzene dichloride). The solvent is O1CCCC1 (tetrahydrofuran). Conditions: temperature 0 celsius, time 5 hour. The product is NC1=C(C=C(C=C1)C(C)=O)Cl (4'-amino-3'-chloroacetophenone). Isolated yield 81.4%. Reaction SMILES: [NH2:1][C:2]1[CH:7]=[CH:6][C:5]([C:8](=[O:10])[CH3:9])=[CH:4][CH:3]=1.N1C=CC=CC=1.[Cl-:17].[Cl-].IC1C=CC=CC=1>O1CCCC1>[NH2:1][C:2]1[CH:7]=[CH:6][C:5]([C:8](=[O:10])[CH3:9])=[CH:4][C:3]=1[Cl:17] |f:2.3.4|. Procedure details: A mixture of p-aminoacetophenone (20 g), pyridine (11.7 g), and iodobenzene dichloride (40 g) in tetrahydrofuran (300 ml) was stirred for 5 hours at 0° C. The insoluble materials were filtered, and the filtrate was concentrated under reduced pressure. The residue obtained was crystallized from ethanol to give colorless crystals of 4'-amino-3'-chloroacetophenone (20.1 g). Starting materials: N1[C@H](CCCNC(N)=N)C(=O)NCC(=O)N[C@@H](CC(O)=O)C(=O)N[C@H](CC2=CC=CC=C2)C(=O)N([C@@H](C(C)C)C1=O)C (Cyclo-(DArg-Gly-Asp-DPhe-NMeVal)), C(=O)(C(F)(F)F)O (TFA). Yields the product N1[C@@H](CCCNC(N)=N)C(=O)NCC(=O)N[C@@H](CC(O)=O)C(=O)N[C@H](CC2=CC=CC=C2)C(=O)N(CC1=O)C (cyclo-(Arg-Gly-Asp-DPhe-NMeGly)). As a reaction SMILES: [NH:1]1[C:40](=[O:41])[C@H:36](C(C)C)[N:35]([CH3:42])[C:33](=[O:34])[C@@H:25]([CH2:26][C:27]2[CH:32]=[CH:31][CH:30]=[CH:29][CH:28]=2)[NH:24][C:22](=[O:23])[C@H:17]([CH2:18][C:19](=[O:21])[OH:20])[NH:16][C:14](=[O:15])[CH2:13][NH:12][C:10](=[O:11])[C@H:2]1[CH2:3][CH2:4][CH2:5][NH:6][C:7](=[NH:9])[NH2:8].C(O)(C(F)(F)F)=O>>[NH:1]1[C:40](=[O:41])[CH2:36][N:35]([CH3:42])[C:33](=[O:34])[C@@H:25]([CH2:26][C:27]2[CH:28]=[CH:29][CH:30]=[CH:31][CH:32]=2)[NH:24][C:22](=[O:23])[C@H:17]([CH2:18][C:19](=[O:20])[OH:21])[NH:16][C:14](=[O:15])[CH2:13][NH:12][C:10](=[O:11])[C@@H:2]1[CH2:3][CH2:4][CH2:5][NH:6][C:7](=[NH:8])[NH2:9]. Reported procedure: Cyclo-(DArg-Gly-Asp-DPhe-NMeVal)×TFA; RT=18.7; FAB-MS(M+H): 589;